This data is from the Open Reaction Database (ORD), a public repository of structured organic reaction records. The task is: describe an organic reaction: reactants, conditions, products, and yield Starting materials: amine, COC=1C=C(C=CC1)C(C)=O (3′-methoxyacetophenone), nitrile, [2H][2H] (hydrogen 2), imine, C(#N)[BH3-].[Na+] (sodium cyanoborohydride), ClCC(=O)C1=CC=CC=C1 (2-chloroacetophenone), CC1(CC(C=CC#N)=CC=C1)C1=C(C=CC=C1)Cl (3-methyl-3-(2-chlorophenyl)cinnamonitrile), CC(CCN)C1=C(C=CC=C1)Cl (3-methyl-3-(2-chlorophenyl)propylamine). The reagents and catalysts are CC([O-])C.[Ti+4].CC([O-])C.CC([O-])C.CC([O-])C (titanium(IV) isopropoxide), [OH-].[Pd+2].[OH-] (palladium hydroxide). The solvent is C(C)(=O)O (acetic acid). Yields the product CC(CCNC(C)C1=CC(=CC=C1)OC)C1=C(C=CC=C1)Cl (N-[3-methyl-3-(2-chlorophenyl)propyl]-1-(3-methoxyphenyl)ethylamine), 4Y. Reaction SMILES: ClCC(C1C=CC=CC=1)=O.CC1(C2C=CC=CC=2Cl)C=CC=C(C=CC#N)C1.[2H][2H].[CH3:31][CH:32]([C:36]1[CH:41]=[CH:40][CH:39]=[CH:38][C:37]=1[Cl:42])[CH2:33][CH2:34][NH2:35].[CH3:43][O:44][C:45]1[CH:46]=[C:47]([C:51](=O)[CH3:52])[CH:48]=[CH:49][CH:50]=1.C([BH3-])#N.[Na+]>[OH-].[Pd+2].[OH-].CC(C)[O-].[Ti+4].CC(C)[O-].CC(C)[O-].CC(C)[O-].C(O)(=O)C>[CH3:31][CH:32]([C:36]1[CH:41]=[CH:40][CH:39]=[CH:38][C:37]=1[Cl:42])[CH2:33][CH2:34][NH:35][CH:51]([C:47]1[CH:48]=[CH:49][CH:50]=[C:45]([O:44][CH3:43])[CH:46]=1)[CH3:52] |f:5.6,7.8.9,10.11.12.13.14|. Procedure: In a similar fashion, 2-chloroacetophenone was used to prepare 3-methyl-3-(2-chlorophenyl)cinnamonitrile. The nitrile was catalytically reduced (palladium hydroxide, acetic acid, 60 p.s.i. hydrogen 2 hr) to generate 3-methyl-3-(2-chlorophenyl)propylamine. An equal molar amount of the amine, 3′-methoxyacetophenone and 1.25 molar equivalents titanium(IV) isopropoxide were mixed 4 hr at rt and the intermediate imine treated with an ethanolic sodium cyanoborohydride (5 ml of 1 M, 5 mmol). Work-up an... Starting materials: N1CCNCC1 (piperazine), N1(CCCC1)C1=NC(=NC2=NC(=C(N=C12)Cl)Cl)Cl (4-pyrrolidin-1-yl-2,6,7-trichloro-pteridine), C(C)(C)N(CC)C(C)C (diisopropylethylamine), OC1CCNCC1 (4-hydroxypiperidin). Run in O1CCOCC1 (dioxane), O1CCOCC1 (dioxane). Run at temperature 40 celsius, time 16 hour. The product is ClC=1N=C2C(=NC(=NC2=NC1N1CCC(CC1)O)N1CCNCC1)N1CCCC1 (6-chloro-7-(4-hydroxypiperidin-1-yl)-2-piperazin-1-yl-4-pyrrolidin-1-yl-pteridine). RXN SMILES: [N:1]1([C:6]2[C:15]3[C:10](=[N:11][C:12](Cl)=[C:13]([Cl:16])[N:14]=3)[N:9]=[C:8](Cl)[N:7]=2)[CH2:5][CH2:4][CH2:3][CH2:2]1.[OH:19][CH:20]1[CH2:25][CH2:24][NH:23][CH2:22][CH2:21]1.C(N(C(C)C)CC)(C)C.[NH:35]1[CH2:40][CH2:39][NH:38][CH2:37][CH2:36]1>O1CCOCC1>[Cl:16][C:13]1[N:14]=[C:15]2[C:10](=[N:11][C:12]=1[N:23]1[CH2:24][CH2:25][CH:20]([OH:19])[CH2:21][CH2:22]1)[N:9]=[C:8]([N:35]1[CH2:40][CH2:39][NH:38][CH2:37][CH2:36]1)[N:7]=[C:6]2[N:1]1[CH2:5][CH2:4][CH2:3][CH2:2]1. Procedure details: a)+b) 80 mg (0.26 mmol) 4-pyrrolidin-1-yl-2,6,7-trichloro-pteridine are dissolved in 5 ml dioxane and combined with 29 mg (0.29 mmol) 4-hydroxypiperidin and 49 μl (0.37 mmol) diisopropylethylamine. The mixture is stirred for approx. 16 h at 40° C. The reaction mixture is then slowly added dropwise to a solution of 113 mg (1 mmol) piperazine in 15 ml dioxane at a temperature of 80° C. The mixture is stirred for approx. 16 h at 80° C., cooled to ambient temperature and then poured onto ice water. ... The reactants are CS(=O)c1nccc(-n2ccc3c(OCCCS(C)(=O)=O)cccc32)n1, CCO, Cl, NC1CCC(CO)CC1. Yields the product CS(=O)(=O)CCCOc1cccc2c1ccn2-c1ccnc(NC2CCC(CO)CC2)n1. As a reaction SMILES: [CH3:1][S:2](=[O:3])[c:4]1[n:5][cH:6][cH:7][c:8](-[n:10]2[cH:11][cH:12][c:13]3[c:14]([O:19][CH2:20][CH2:21][CH2:22][S:23](=[O:24])(=[O:25])[CH3:26])[cH:15][cH:16][cH:17][c:18]23)[n:9]1.[CH3:37][CH2:38][OH:39].[ClH:27].[NH2:28][CH:29]1[CH2:30][CH2:31][CH:32]([CH2:35][OH:36])[CH2:33][CH2:34]1>>[c:4]1([NH:28][CH:29]2[CH2:30][CH2:31][CH:32]([CH2:35][OH:36])[CH2:33][CH2:34]2)[n:5][cH:6][cH:7][c:8](-[n:10]2[cH:11][cH:12][c:13]3[c:14]([O:19][CH2:20][CH2:21][CH2:22][S:23](=[O:24])(=[O:25])[CH3:26])[cH:15][cH:16][cH:17][c:18]23)[n:9]1. Reactants: C(C)[SiH](CC)CC (triethylsilane), FC(S(=O)(=O)O[Si](C)(C)C)(F)F (trimethylsilyl trifluoromethanesulfonate), C(C)OC(C=CC1=CC=C(C=C1)C(C1=C(C(=C(C(=C1C)OC)OC)OC)OC)OC(C)=O)=O (3-{4-[acetoxy-(2,3,4,5-tetramethoxy-6-methylphenyl)methyl]phenyl}acrylic Acid Ethylester). Run in C(Cl)Cl (methylene chloride), C(Cl)Cl (methylene chloride). Conditions: time 30 minute. Product: C(C)OC(C=CC1=CC=C(C=C1)CC1=C(C(=C(C(=C1C)OC)OC)OC)OC)=O (3-[4-(2,3,4,5-tetramethoxy-6-methylbenzyl)phenyl]acrylic Acid Ethylester). Isolated yield 91.7%. As a reaction SMILES: C([SiH](CC)CC)C.FC(F)(F)S(O[Si](C)(C)C)(=O)=O.[CH2:20]([O:22][C:23](=[O:52])[CH:24]=[CH:25][C:26]1[CH:31]=[CH:30][C:29]([CH:32](OC(=O)C)[C:33]2[C:38]([CH3:39])=[C:37]([O:40][CH3:41])[C:36]([O:42][CH3:43])=[C:35]([O:44][CH3:45])[C:34]=2[O:46][CH3:47])=[CH:28][CH:27]=1)[CH3:21]>C(Cl)Cl>[CH2:20]([O:22][C:23](=[O:52])[CH:24]=[CH:25][C:26]1[CH:31]=[CH:30][C:29]([CH2:32][C:33]2[C:38]([CH3:39])=[C:37]([O:40][CH3:41])[C:36]([O:42][CH3:43])=[C:35]([O:44][CH3:45])[C:34]=2[O:46][CH3:47])=[CH:28][CH:27]=1)[CH3:21]. Procedure: To a solution of triethylsilane (720 mg, 6.21 mmol) and trimethylsilyl trifluoromethanesulfonate (TMSOTf) in methylene chloride (250 ml) was added dropwise a solution of the compound (2.37 g, 5.17 mmol) obtained in Step 3 in methylene chloride (50 ml) and the mixture was stirred at room temperature for 30 minutes. The reaction mixture was washed with water, dried, and then the solvent was distilled off. The residue was purified by a silica gel column chromatography (hexane:ethyl acetate=4:1) to ... Starting materials: C(C)(=O)N1C(C2=CC=C(C(=C2CC1)Br)F)CC(=O)OC (methyl 2-(2-acetyl-5-bromo-6-fluoro-1,2,3,4-tetrahydroisoquinolin-1-yl)acetate), C(C)(=O)N1C(C2=CC=C(C(=C2C=C1)Br)F)CC(=O)OC (methyl 2-(2-acetyl-5-bromo-6-fluoro-1,2-dihydroisoquinolin-1-yl)acetate), C(C)[SiH](CC)CC (triethylsilane), FC(C(=O)O)(F)F (trifluoroacetic acid). Solvent: ClCCCl (1,2-dichloroethane). Product: BrC1=C2CCN3C(C2=CC=C1F)=CC(NCC3=O)=O (9-bromo-10-fluoro-3,4,7,8-tetrahydro-[1,4]diazepino[7,1-a]isoquinoline-2,5-dione). Reaction SMILES: [C:1]([N:4]1[CH2:13][CH2:12][C:11]2[C:6](=[CH:7][CH:8]=[C:9]([F:15])[C:10]=2[Br:14])[CH:5]1[CH2:16][C:17]([O:19]C)=O)(=[O:3])[CH3:2].C([N:24]1C=CC2C(=CC=C(F)C=2Br)C1CC(OC)=O)(=O)C.C([SiH](CC)CC)C.FC(F)(F)C(O)=O>ClCCCl>[Br:14][C:10]1[C:9]([F:15])=[CH:8][CH:7]=[C:6]2[C:11]=1[CH2:12][CH2:13][N:4]1[C:1](=[O:3])[CH2:2][NH:24][C:17](=[O:19])[CH:16]=[C:5]12. Reported procedure: methyl 2-(2-acetyl-5-bromo-6-fluoro-1,2,3,4-tetrahydroisoquinolin-1-yl)acetate. A stirred solution of methyl 2-(2-acetyl-5-bromo-6-fluoro-1,2-dihydroisoquinolin-1-yl)acetate (70.6 g, 206 mmol), triethylsilane (176 g, 1517 mmol) and trifluoroacetic acid (121 mL, 1568 mmol) in 1,2-dichloroethane (500 mL) was stirred at 80° C. for 3.5 h. The reaction mixture was cooled to rt and the solvent was evaporated under reduced pressure. The remaining volatile components were evaporated under high vacuo and... Reactants: BrC(Br)(Br)Br, ClCCl, CCOC(C)=O, C1CCOC1, O=C(Nc1ccc2c(c1)C(O)CC2)C(F)(F)F, c1ccc(P(c2ccccc2)c2ccccc2)cc1. Product: O=C(Nc1ccc2c(c1)C=CC2)C(F)(F)F. Reaction SMILES: [C:40]([Br:41])([Br:42])([Br:43])[Br:44].[CH2:37]([Cl:38])[Cl:39].[CH3:45][CH2:46][O:47][C:48](=[O:49])[CH3:50].[O:51]1[CH2:52][CH2:53][CH2:54][CH2:55]1.[OH:1][CH:2]1[CH2:3][CH2:4][c:5]2[cH:6][cH:7][c:8]([NH:11][C:12]([C:13]([F:14])([F:15])[F:16])=[O:17])[cH:9][c:10]21.[c:18]1([P:19]([c:20]2[cH:21][cH:22][cH:23][cH:24][cH:25]2)[c:26]2[cH:27][cH:28][cH:29][cH:30][cH:31]2)[cH:32][cH:33][cH:34][cH:35][cH:36]1>>[CH:2]1=[CH:3][CH2:4][c:5]2[cH:6][cH:7][c:8]([NH:11][C:12]([C:13]([F:14])([F:15])[F:16])=[O:17])[cH:9][c:10]21. The reactants are C1=CC=CC=2C3=CC=CC=C3C(C(C12)=O)=O (9,10-phenanthrenequinone), crystals, C1=CC=CC=2C3=CC=CC=C3C(C(C12)=O)=O (9,10-phenanthrenequinone), ClC=1C(=NC=C(C1)Cl)NN (3,5-dichloro-2-hydrazinopyridine). The solvent is C(C)(=O)O (acetic acid). Reaction conditions: temperature 105 celsius. The product is ClC=1C(=NC=C(C1)Cl)N=NC1=C(C2=CC=CC=C2C=2C=CC=CC12)O (10-(3,5-dichloro-2-pyridylazo)-9-phenanthrol). As a reaction SMILES: [CH:1]1[C:14]2[C:13](=O)[C:12](=[O:16])[C:11]3[C:6](=[CH:7][CH:8]=[CH:9][CH:10]=3)[C:5]=2[CH:4]=[CH:3][CH:2]=1.[Cl:17][C:18]1[C:19]([NH:25][NH2:26])=[N:20][CH:21]=[C:22]([Cl:24])[CH:23]=1>C(O)(=O)C>[Cl:17][C:18]1[C:19]([N:25]=[N:26][C:13]2[C:14]3[CH:1]=[CH:2][CH:3]=[CH:4][C:5]=3[C:6]3[C:11](=[CH:10][CH:9]=[CH:8][CH:7]=3)[C:12]=2[OH:16])=[N:20][CH:21]=[C:22]([Cl:24])[CH:23]=1. Procedure: Next, a reaction flask was loaded with acetic acid (15 ml) and 9,10-phenanthrenequinone (5.0 g), and the temperature was raised to 105° C. with stirring to dissolve 9,10-phenanthrenequinone. To the resultant, the crystals of 3,5-dichloro-2-hydrazinopyridine (4.6 g) was added in 30 minutes. After stirring at 105 to 110° C. for one hour, the reaction mixture was filtrated. The filtrated crystals were washed with methanol, and then dried to give intended crystals (5.1 g).